This data is from the Open Reaction Database (ORD), a public repository of structured organic reaction records. The task is: describe an organic reaction: reactants, conditions, products, and yield The yield is 92.1%. Reported procedure: 4-(4-Methoxyphenyl)butanoic acid (0.97 g, 5 mmol) was mixed with HBr (50 mL) and acetic acid galacial (80 mL). The mixture was refluxed for 12 h (monitored by TLC), poured into ice, stirred for 1 h, and then extracted with DCM. The solvent was evaporated in vacuo to give the title compound (0.83 g, 92%). NMR (400 MHz in CDCl3, Bruker AVANCE-400): δ 1.72 (m, 2H, CH2), 2.16 (t, 2H, CH2, J=7.4 Hz), 2.45 (t, 2H, CH2, J=7.6 Hz), 6.65 (d, 2H, Ar—H, J=8.3 Hz), 6.95 (d, 2H, Ar—H, J=8.3 Hz). The solvent is C(C)(=O)O (acetic acid). As a reaction SMILES: C[O:2][C:3]1[CH:8]=[CH:7][C:6]([CH2:9][CH2:10][CH2:11][C:12]([OH:14])=[O:13])=[CH:5][CH:4]=1.Br>C(O)(=O)C>[OH:2][C:3]1[CH:4]=[CH:5][C:6]([CH2:9][CH2:10][CH2:11][C:12]([OH:14])=[O:13])=[CH:7][CH:8]=1. Reaction conditions: time 1 hour. Reactants: COC1=CC=C(C=C1)CCCC(=O)O (4-(4-Methoxyphenyl)butanoic acid), Br (HBr). The product is OC1=CC=C(C=C1)CCCC(=O)O (4-(4-hydroxyphenyl)butanoic acid). Reactants: O=C1c2ccccc2C(=O)N1CCCc1cccc(OCc2ccc(Cl)cc2)c1, NN, N. The product is NCCCc1cccc(OCc2ccc(Cl)cc2)c1. RXN SMILES: [Cl:3][c:4]1[cH:5][cH:6][c:7]([CH2:8][O:9][c:10]2[cH:11][c:12]([CH2:16][CH2:17][CH2:18][N:19]3[C:20](=[O:21])[c:22]4[c:23]([cH:24][cH:25][cH:26][cH:27]4)[C:28]3=[O:29])[cH:13][cH:14][cH:15]2)[cH:30][cH:31]1.[NH2:1][NH2:2].[NH3:32]>>[Cl:3][c:4]1[cH:5][cH:6][c:7]([CH2:8][O:9][c:10]2[cH:11][c:12]([CH2:16][CH2:17][CH2:18][NH2:19])[cH:13][cH:14][cH:15]2)[cH:30][cH:31]1. Reactants: BrC=1C(=C(N(C1C(F)(F)F)CCl)C1=CC=C(C=C1)Cl)C#N (4-bromo-1-(chloromethyl)-2-(p-chlorophenyl)-5-(trifluoromethyl)pyrrole-3-carbonitrile), wt/wt ethanolic solution, [O-]CC.[Na+] (sodium ethoxide). The solvent is C(C)O (ethanol), O (water), CCOCC (ether). The product is BrC=1C(=C(N(C1C(F)(F)F)COCC)C1=CC=C(C=C1)Cl)C#N (4-Bromo-1-(ethoxymethyl)-2-(p-chlorophenyl)-5-(trifluoromethyl)pyrrole-3-carbonitrile). Isolated yield 85.9%. Reaction SMILES: [Br:1][C:2]1[C:3]([C:20]#[N:21])=[C:4]([C:13]2[CH:18]=[CH:17][C:16]([Cl:19])=[CH:15][CH:14]=2)[N:5]([CH2:11]Cl)[C:6]=1[C:7]([F:10])([F:9])[F:8].[O-:22][CH2:23][CH3:24].[Na+]>C(O)C.O.CCOCC>[Br:1][C:2]1[C:3]([C:20]#[N:21])=[C:4]([C:13]2[CH:18]=[CH:17][C:16]([Cl:19])=[CH:15][CH:14]=2)[N:5]([CH2:11][O:22][CH2:23][CH3:24])[C:6]=1[C:7]([F:10])([F:9])[F:8] |f:1.2|. Procedure details: A solution of 4-bromo-1-(chloromethyl)-2-(p-chlorophenyl)-5-(trifluoromethyl)pyrrole-3-carbonitrile (2.0 g, 0.005 mol) in absolute ethanol is treated with a 21% wt/wt ethanolic solution of sodium ethoxide (0.36 g, 0.0053 mol), heated to 75°-80° C. for 20-30 minutes, cooled to room temperature and diluted with water and ether. The organic phase is dried over anhydrous magnesium sulfate and concentrated in vacuo to give a solid which is recrystallized form heptane to give the title product as a wh... The reactants are C(C)(C)C1=NN(C(O1)=O)C1=C(C=C(C=C1)Cl)[N+](=O)[O-] (5-isopropyl-3-(2-nitro-4-chlorophenyl)-1,3,4-oxadiazolin-2-one). The reagents and catalysts are [Pd] (palladium on charcoal). Solvent: C(C)(=O)OCC (ethyl acetate). Product: C(C)(C)C1=NN(C(O1)=O)C1=C(C=C(C=C1)Cl)NO (5-Isopropyl-3-(2-hydroxylamino-4-chlorophenyl)-1,3,4-oxadiazolin-2-one). The yield is 47.3%. As a reaction SMILES: [CH:1]([C:4]1[O:8][C:7](=[O:9])[N:6]([C:10]2[CH:15]=[CH:14][C:13]([Cl:16])=[CH:12][C:11]=2[N+:17]([O-])=[O:18])[N:5]=1)([CH3:3])[CH3:2]>C(OCC)(=O)C.[Pd]>[CH:1]([C:4]1[O:8][C:7](=[O:9])[N:6]([C:10]2[CH:15]=[CH:14][C:13]([Cl:16])=[CH:12][C:11]=2[NH:17][OH:18])[N:5]=1)([CH3:3])[CH3:2]. Procedure: A solution of 5-isopropyl-3-(2-nitro-4-chlorophenyl)-1,3,4-oxadiazolin-2-one (16 g.) in ethyl acetate (130 cc.) containing 3% w/w palladium on charcoal (1 g.) is hydrogenated at atmospheric pressure and at approximately 20°C. After the absorption of hydrogen (1.9 litres) (70% of the theoretical amount), the reaction is stopped and the reaction mixture is filtered. The filtrate is concentrated under reduced pressure and the residue taken up in benzene (50 cc.); the crystals obtained are filtered ... The reactants are [Al+3], C1CCOC1, CC1(C)OCC(Cn2c(C(C)(C)C(=O)OCc3ccccc3)cc3cc([N+](=O)[O-])c(F)cc32)O1, CC1(C)OCC(COC(=O)C(C)(C)c2cc3cc([N+](=O)[O-])c(F)cc3n2CC2COC(C)(C)O2)O1, [H-], [H-], [H-], [H-], [Li+]. Yields the product CC1(C)OCC(Cn2c(C(C)(C)CO)cc3cc([N+](=O)[O-])c(F)cc32)O1. As a reaction SMILES: [Al+3:71].[CH2:76]1[O:77][CH2:78][CH2:79][CH2:80]1.[CH3:1][C:2]1([CH3:34])[O:3][CH2:4][CH:5]([CH2:7][n:8]2[c:9]([C:21]([C:22](=[O:23])[O:24][CH2:25][c:26]3[cH:27][cH:28][cH:29][cH:30][cH:31]3)([CH3:32])[CH3:33])[cH:10][c:11]3[cH:12][c:13]([N+:18](=[O:19])[O-:20])[c:14]([F:17])[cH:15][c:16]23)[O:6]1.[CH3:35][C:36]1([CH3:37])[O:38][CH:39]([CH2:40][n:41]2[c:42]3[c:43]([cH:44][c:45]([N+:46]([O-:47])=[O:48])[c:49]([F:50])[cH:51]3)[cH:52][c:53]2[C:54]([CH3:55])([CH3:56])[C:57]([O:58][CH2:59][CH:60]2[CH2:61][O:62][C:63]([CH3:64])([CH3:65])[O:66]2)=[O:67])[CH2:68][O:69]1.[H-:70].[H-:73].[H-:74].[H-:75].[Li+:72]>>[CH3:1][C:2]1([CH3:34])[O:3][CH2:4][CH:5]([CH2:7][n:8]2[c:9]([C:21]([CH2:22][OH:23])([CH3:32])[CH3:33])[cH:10][c:11]3[cH:12][c:13]([N+:18](=[O:19])[O-:20])[c:14]([F:17])[cH:15][c:16]23)[O:6]1. Reactants: ClC(=O)C=1C=CC2=C(SC3=C(CC2=O)C=CC=C3)C1 (3-Chlorocarbonyl-10,11-dihydro-11-oxodibenzo[b,f]-thiepin), N (ammonia), N (ammonia). Solvent: O1CCCC1 (tetrahydrofuran), O1CCCC1 (tetrahydrofuran). Yields the product O=C1C2=C(SC3=C(C1)C=CC=C3)C=C(C=C2)C(=O)N (10,11-Dihydro-11-oxodibenzo[b,f]thiepin-3-carboxamide). As a reaction SMILES: Cl[C:2]([C:4]1[CH:5]=[CH:6][C:7]2[C:13](=[O:14])[CH2:12][C:11]3[CH:15]=[CH:16][CH:17]=[CH:18][C:10]=3[S:9][C:8]=2[CH:19]=1)=[O:3].[NH3:20]>O1CCCC1>[O:14]=[C:13]1[CH2:12][C:11]2[CH:15]=[CH:16][CH:17]=[CH:18][C:10]=2[S:9][C:8]2[CH:19]=[C:4]([C:2]([NH2:20])=[O:3])[CH:5]=[CH:6][C:7]1=2. Reported procedure: Dissolve the acid chloride from Step 1 in 20 ml. of dry tetrahydrofuran and add this solution dropwise with stirring to a cooled (ice-bath) saturated solution of ammonia in 60 ml. of tetrahydrofuran. Pass ammonia through the reaction for 15 minutes. Stir at room temperature for an additional 15 minutes and evaporate the reaction mixture to dryness. Add a mixture of 12 ml. of ethanol and 60 ml. of water to the residue and stir at room temperature for an additional 30 minutes. Separate the solid b... Starting materials: C1(C=CCCC1)=O (2-cyclohexen-1-one), [Mg] (magnesium), C(C1=CC=CC=C1)Br (benzyl bromide), resultant mixture, resultant mixture, C(C1=CC=CC=C1)Br (benzyl bromide). The reagents and catalysts are [Cu](I)I (copper iodide). Solvent: CCOCC (ether), CCOCC (ether), CCOCC (ether). Run at temperature -20 celsius, time 24 hour. The product is C(C1=CC=CC=C1)C1=CC(CCC1)=O (3-benzylcyclohexenone). The yield is 57.6%. As a reaction SMILES: [Mg].[CH2:2](Br)[C:3]1[CH:8]=[CH:7][CH:6]=[CH:5][CH:4]=1.[C:10]1(=[O:16])[CH2:15][CH2:14][CH2:13][CH:12]=[CH:11]1>CCOCC.[Cu](I)I>[CH2:2]([C:12]1[CH2:13][CH2:14][CH2:15][C:10](=[O:16])[CH:11]=1)[C:3]1[CH:8]=[CH:7][CH:6]=[CH:5][CH:4]=1. Procedure: A 500-ml four-necked flask equipped with a thermometer and a condenser was charged with 2.4 g of a piece of magnesium and 120 ml of absolute ether, to which a part of 17 g of benzyl bromide was added with heating. After a reaction started, the remaining amount of benzyl bromide was added dropwise to such a degree that reflux continued. After completion of the drop addition, the resultant mixture was stirred further for 1 hour at room temperature to obtain a liquid reaction mixture. A 500-ml four... The reactants are BrC1=CC=C(C2=CC=CC=C12)CCO (1-bromo-4-(2-hydroxyethyl)naphthalene), O1CCCC=C1 (3,4-dihydro-2H-pyrane). Reagents/catalysts: C1(=CC=C(C=C1)S(=O)(=O)O)C (p-toluene sulfonic acid). Solvent: ClCCl (dichloromethane), ClCCl (dichloromethane). Run at time 90 minute. The product is BrC1=CC=C(C2=CC=CC=C12)CCOC1OCCCC1 (1-Bromo-4-(2-tetrahydropyranyloxyethyl)naphthalene). The yield is 74.1%. As a reaction SMILES: [Br:1][C:2]1[C:11]2[C:6](=[CH:7][CH:8]=[CH:9][CH:10]=2)[C:5]([CH2:12][CH2:13][OH:14])=[CH:4][CH:3]=1.[O:15]1[CH:20]=[CH:19][CH2:18][CH2:17][CH2:16]1>ClCCl.C1(C)C=CC(S(O)(=O)=O)=CC=1>[Br:1][C:2]1[C:11]2[C:6](=[CH:7][CH:8]=[CH:9][CH:10]=2)[C:5]([CH2:12][CH2:13][O:14][CH:16]2[CH2:17][CH2:18][CH2:19][CH2:20][O:15]2)=[CH:4][CH:3]=1. Reported procedure: To a solution of 1-bromo-4-(2-hydroxyethyl)naphthalene (1.71 g, 6.8 mmol) in dichloromethane (20 mL) was added 3,4-dihydro-2H-pyrane (1 mL, 0.92 g, 11.0 mmol) and p-toluene sulfonic acid (80 mg). The mixture was stirred at room temperature for 90 min, diluted with dichloromethane (20 mL), washed with satd. NaHCO3 sol. (20 mL), dried (MgSO4), and concentrated. Flash chromatography using hexane/ethyl acetate 9:1 as eluent provided 1.69 g (75%) of a colorless oil.